describe an organic reaction: reactants, conditions, products, and yield From a dataset of the Open Reaction Database (ORD), a public repository of structured organic reaction records. The reactants are C(C1=CC=CC=C1)N1N=C2C=C(C=CC2=C1)B1OC(C(O1)(C)C)(C)C (2-benzyl-6-(4,4,5,5-tetramethyl-{1,3,2]dioxaborolan-2-yl)-2H-indazole), C(C1=CC=CC=C1)N1N=C2C=C(C=CC2=C1)B1OC(C(O1)(C)C)(C)C (2-benzyl-6-(4,4,5,5-tetramethyl-{1,3,2]dioxaborolan-2-yl)-2H-indazole), C(C1=CC=CC=C1)N1N=C2C=C(C=CC2=C1N)Br (2-benzyl-6-bromo-2H-indazol-3-ylamine). The product is C(C1=CC=CC=C1)N1N=C2C=C(C=CC2=C1N)B1OC(C(O1)(C)C)(C)C (2-Benzyl-6-(4,4,5,5-tetramethyl-[1,3,2]dioxaborolan-2-yl)-2H-indazol-3-ylamine). As a reaction SMILES: [CH2:1]([N:8]1[CH:16]=[C:15]2[C:10]([CH:11]=[C:12]([B:17]3[O:21][C:20]([CH3:23])([CH3:22])[C:19]([CH3:25])([CH3:24])[O:18]3)[CH:13]=[CH:14]2)=[N:9]1)[C:2]1[CH:7]=[CH:6][CH:5]=[CH:4][CH:3]=1.C([N:33]1C(N)=C2C(C=C(Br)C=C2)=N1)C1C=CC=CC=1>>[CH2:1]([N:8]1[C:16]([NH2:33])=[C:15]2[C:10]([CH:11]=[C:12]([B:17]3[O:18][C:19]([CH3:25])([CH3:24])[C:20]([CH3:23])([CH3:22])[O:21]3)[CH:13]=[CH:14]2)=[N:9]1)[C:2]1[CH:3]=[CH:4][CH:5]=[CH:6][CH:7]=1. Procedure details: This compound was prepared in a manner similar to the procedure described for the preparation of 2-benzyl-6-(4,4,5,5-tetramethyl-{1,3,2]dioxaborolan-2-yl)-2H-indazole (Intermediate C, step 2), using 2-benzyl-6-bromo-2H-indazol-3-ylamine in place of 2-benzyl-6-bromo-2H-indazole. 1H-NMR (300 MHz, CD2Cl2) 7.95 (s, 1H), 7.44 (dd, 1H), 7.63 to 7.29 (m, 3H), 7.29 to 7.17 (m, 3H), 5.51 (s, 2H), 3.88 (broad s, 2H), 1.36 (s, 12H). Reactants: O (water), C(CCCCC)(=O)Cl (hexanoyl chloride), C(C)OC(CCC1=CC=C(C=C1)OC)=O (ethyl3-(4-methoxyphenyl)propanoate), [Cl-].[Al+3].[Cl-].[Cl-] (aluminium chloride). Run in ClCCl (dichloromethane). Reaction conditions: temperature 50 celsius. The product is C(C)OC(CCC1=CC(=C(C=C1)OC)C(CCCCC)=O)=O (ethyl3-(3-hexanoyl-4-methoxyphenyl)propanoate). As a reaction SMILES: [C:1](Cl)(=[O:7])[CH2:2][CH2:3][CH2:4][CH2:5][CH3:6].[CH2:9]([O:11][C:12](=[O:23])[CH2:13][CH2:14][C:15]1[CH:20]=[CH:19][C:18]([O:21][CH3:22])=[CH:17][CH:16]=1)[CH3:10].[Cl-].[Al+3].[Cl-].[Cl-].O>ClCCl>[CH2:9]([O:11][C:12](=[O:23])[CH2:13][CH2:14][C:15]1[CH:16]=[CH:17][C:18]([O:21][CH3:22])=[C:19]([C:1](=[O:7])[CH2:2][CH2:3][CH2:4][CH2:5][CH3:6])[CH:20]=1)[CH3:10] |f:2.3.4.5|. Reported procedure: 98 ml (0.7 mol) of hexanoyl chloride are added dropwise to a solution of 70 g (0.336 mol) of ethyl3-(4-methoxyphenyl)propanoate in 280 ml of dichloromethane. 89 g (0.67 mol) of aluminium chloride are then added in small amounts, and the mixture is heated for one hour at 50° C. The mixture is poured into cold water and extracted with ether. The organic phase is washed with sodium bicarbonate solution. After drying (Na2SO4) and evaporating off the solvents, a yellow liquid is obtained, and then di... Reactants: OC=1C(=C(C=CC1OC)C1=C2CCC(C2=CC=C1)=O)OC (4-(3-hydroxy-2,4-dimethoxyphenyl)-2,3-dihydro-1H-inden-1-one), C([O-])([O-])=O.[K+].[K+] (potassium carbonate), BrCC1(COC1)C (3-(bromomethyl)-3-methyloxetane). The solvent is C(C)#N (acetonitrile). Reaction conditions: temperature 80 celsius. Yields the product COC1=C(C=CC(=C1OCC1(COC1)C)OC)C1=C2CCC(C2=CC=C1)=O (4(2,4-Dimethoxy-3-((3-methyloxetan-3-yl)methoxy)phenyl)-2,3-dihydro-1H-inden-1-one). Yield: 38.6%. RXN SMILES: [OH:1][C:2]1[C:3]([O:20][CH3:21])=[C:4]([C:10]2[CH:18]=[CH:17][CH:16]=[C:15]3[C:11]=2[CH2:12][CH2:13][C:14]3=[O:19])[CH:5]=[CH:6][C:7]=1[O:8][CH3:9].C(=O)([O-])[O-].[K+].[K+].Br[CH2:29][C:30]1([CH3:34])[CH2:33][O:32][CH2:31]1>C(#N)C>[CH3:21][O:20][C:3]1[C:2]([O:1][CH2:29][C:30]2([CH3:34])[CH2:33][O:32][CH2:31]2)=[C:7]([O:8][CH3:9])[CH:6]=[CH:5][C:4]=1[C:10]1[CH:18]=[CH:17][CH:16]=[C:15]2[C:11]=1[CH2:12][CH2:13][C:14]2=[O:19] |f:1.2.3|. Reported procedure: To a stirring solution of 4-(3-hydroxy-2,4-dimethoxyphenyl)-2,3-dihydro-1H-inden-1-one (80 mg, 0.281 mmol) in acetonitrile (5 mL) was added potassium carbonate (115 mg, 0.843 mmol) and 3-(bromomethyl)-3-methyloxetane (139 mg, 0.843 mmol) and the resultant reaction mixture was heated to 80° C. for 4 h. The reaction mixture was filtered through celite and the filtrate was concentrated under reduced pressure. The obtained residue was purified by column chromatography (silica gel, 0-50% ethyl acetat... The reactants are CS(C)=O, Clc1cnn(-c2ccc(CBr)c(Cl)c2)c1, N#C[Na], O. The product is N#CCc1ccc(-n2cc(Cl)cn2)cc1Cl. As a reaction SMILES: [CH3:20][S:21]([CH3:22])=[O:23].[Cl:1][c:2]1[cH:3][n:4][n:5](-[c:7]2[cH:8][c:9]([Cl:15])[c:10]([CH2:13][Br:14])[cH:11][cH:12]2)[cH:6]1.[Na:16][C:17]#[N:18].[OH2:19]>>[Cl:1][c:2]1[cH:3][n:4][n:5](-[c:7]2[cH:8][c:9]([Cl:15])[c:10]([CH2:13][C:17]#[N:18])[cH:11][cH:12]2)[cH:6]1. The reactants are C(#N)C=1C(=C(C=CC1F)C(CN1[C@@H](CN(CC1)C(=O)OC(C)(C)C)CO)O)C (tert-Butyl (3S)-4-[2-(3-cyano-4-fluoro-2-methylphenyl)-2-hydroxyethyl]-3-(hydroxymethyl)piperazine-1-carboxylate), C(#N)C=P(CCCC)(CCCC)CCCC (cyanomethylenetri-n-butylphosphorane). Run in C1=CC=CC=C1 (benzene). Conditions: temperature 100 celsius. Product: C(#N)C=1C(=C(C=CC1F)C1CN2[C@H](CO1)CN(CC2)C(=O)OC(C)(C)C)C (tert-butyl (9aS)-3-(3-cyano-4-fluoro-2-methylphenyl)hexahydropyrazino[2,1-c][1,4]oxazine-8(1H)-carboxylate). RXN SMILES: [C:1]([C:3]1[C:4]([CH3:28])=[C:5]([CH:10](O)[CH2:11][N:12]2[CH2:17][CH2:16][N:15]([C:18]([O:20][C:21]([CH3:24])([CH3:23])[CH3:22])=[O:19])[CH2:14][C@H:13]2[CH2:25][OH:26])[CH:6]=[CH:7][C:8]=1[F:9])#[N:2].C(C=P(CCCC)(CCCC)CCCC)#N>C1C=CC=CC=1>[C:1]([C:3]1[C:4]([CH3:28])=[C:5]([CH:10]2[O:26][CH2:25][C@@H:13]3[CH2:14][N:15]([C:18]([O:20][C:21]([CH3:24])([CH3:23])[CH3:22])=[O:19])[CH2:16][CH2:17][N:12]3[CH2:11]2)[CH:6]=[CH:7][C:8]=1[F:9])#[N:2]. Procedure details: tert-Butyl (3S)-4-[2-(3-cyano-4-fluoro-2-methylphenyl)-2-hydroxyethyl]-3-(hydroxymethyl)piperazine-1-carboxylate (18.5 g, 47.0 mmol) and cyanomethylenetri-n-butylphosphorane (20.4 g, 85.0 mmol) were dissolved in 180 mL of benzene. The reaction mixture was degassed and heated to 100° C. for 16 h. LC-MS analysis indicated product peak (M+1=376). The reaction was cooled and evaporated to dryness. The residue was purified by chromatography through a 330 g Redi-sep column, eluting with a 20% acetone/...